The task is: describe an organic reaction: reactants, conditions, products, and yield. This data is from the Open Reaction Database (ORD), a public repository of structured organic reaction records. Starting materials: O=C(Cl)CCCCCN1C(=O)c2ccccc2C1=O, Cc1ccccc1, CC(C)=O, Cl, CC=[N+]=[N-]. RXN SMILES: [C:1]1(=[O:19])[c:2]2[c:3]([cH:15][cH:16][cH:17][cH:18]2)[C:4](=[O:14])[N:5]1[CH2:6][CH2:7][CH2:8][CH2:9][CH2:10][C:11](=[O:12])[Cl:13].[CH3:25][c:26]1[cH:27][cH:28][cH:29][cH:30][cH:31]1.[CH3:32][C:33](=[O:34])[CH3:35].[ClH:24].[N+:20](=[N-:21])=[CH:22][CH3:23]>>[C:1]1(=[O:19])[c:2]2[c:3]([cH:15][cH:16][cH:17][cH:18]2)[C:4](=[O:14])[N:5]1[CH2:6][CH2:7][CH2:8][CH2:9][CH2:10][C:11](=[O:12])[CH:22]([CH3:23])[Cl:24]. Yields the product CC(Cl)C(=O)CCCCCN1C(=O)c2ccccc2C1=O. Reactants: N1=CC(=CC=C1)C(CC(C)=O)=O (1-(3-pyridinyl)butan-1,3-dione), N1C(CCC1)=O (pyrrolidone). Run in C(C)(=O)OCC (ethyl acetate). The product is N1(CCCC1)C(=CC(=O)C=1C=NC=CC1)C (3-(1-pyrrolidinyl)-1-(3-pyridinyl)-2-buten-1-one). Isolated yield 38.7%. As a reaction SMILES: [N:1]1[CH:6]=[CH:5][CH:4]=[C:3]([C:7](=[O:12])[CH2:8][C:9](=O)[CH3:10])[CH:2]=1.[NH:13]1[CH2:17][CH2:16][CH2:15][C:14]1=O>C(OCC)(=O)C>[N:13]1([C:9]([CH3:10])=[CH:8][C:7]([C:3]2[CH:2]=[N:1][CH:6]=[CH:5][CH:4]=2)=[O:12])[CH2:17][CH2:16][CH2:15][CH2:14]1. Procedure details: To a solution of 16.32 g of 1-(3-pyridinyl)butan-1,3-dione in 200 ml of ethyl acetate was added 7.11 g of pyrrolidone. The mixture was stirred at room temperature and then the crystals were collected giving 7.0 g of 3-(1-pyrrolidinyl)-1-(3-pyridinyl)-2-buten-1-one, mp 116°-118° C. Starting materials: C1CCOC1, CO, CC(C)(O)c1ccc2c(c1)C(=CCCN1CCN(c3ccc(Cl)cc3)C(C#N)C1)c1cccnc1CO2, [Na+], [OH-]. The product is CC(C)(O)c1ccc2c(c1)C(=CCCN1CCN(c3ccc(Cl)cc3)C(C(N)=O)C1)c1cccnc1CO2. As a reaction SMILES: [CH2:42]1[O:43][CH2:44][CH2:45][CH2:46]1.[CH3:40][OH:41].[Cl:1][c:2]1[cH:3][cH:4][c:5]([N:8]2[CH:9]([C:36]#[N:37])[CH2:10][N:11]([CH2:14][CH2:15][CH:16]=[C:17]3[c:18]4[c:19]([cH:28][cH:29][c:30]([C:32]([CH3:33])([CH3:34])[OH:35])[cH:31]4)[O:20][CH2:21][c:22]4[c:23]3[cH:24][cH:25][cH:26][n:27]4)[CH2:12][CH2:13]2)[cH:6][cH:7]1.[Na+:39].[OH-:38]>>[Cl:1][c:2]1[cH:3][cH:4][c:5]([N:8]2[CH:9]([C:36]([NH2:37])=[O:38])[CH2:10][N:11]([CH2:14][CH2:15][CH:16]=[C:17]3[c:18]4[c:19]([cH:28][cH:29][c:30]([C:32]([CH3:33])([CH3:34])[OH:35])[cH:31]4)[O:20][CH2:21][c:22]4[c:23]3[cH:24][cH:25][cH:26][n:27]4)[CH2:12][CH2:13]2)[cH:6][cH:7]1. Reactants: COCCn1ccc(C(=O)OC)cc1=O, [Na+], C1COCCO1, [OH-]. The product is COCCn1ccc(C(=O)O)cc1=O. RXN SMILES: [CH3:1][O:2][CH2:3][CH2:4][n:5]1[c:6](=[O:15])[cH:7][c:8]([C:11](=[O:12])[O:13][CH3:14])[cH:9][cH:10]1.[Na+:17].[O:18]1[CH2:19][CH2:20][O:21][CH2:22][CH2:23]1.[OH-:16]>>[CH3:1][O:2][CH2:3][CH2:4][n:5]1[c:6](=[O:15])[cH:7][c:8]([C:11](=[O:12])[OH:13])[cH:9][cH:10]1. Starting materials: CC(=O)[O-], CCOC(C)=O, CC(Cl)C(=O)c1c(C(C)C)nn2ccccc12, [K+], CN(C)C=O, O. Yields the product CC(=O)OC(C)C(=O)c1c(C(C)C)nn2ccccc12. As a reaction SMILES: [CH3:19][C:20]([O-:21])=[O:22].[CH3:23][CH2:24][O:25][C:26](=[O:27])[CH3:28].[Cl:1][CH:2]([C:3](=[O:4])[c:5]1[c:6]([CH:14]([CH3:15])[CH3:16])[n:7][n:8]2[c:9]1[cH:10][cH:11][cH:12][cH:13]2)[CH3:17].[K+:18].[O:30]=[CH:31][N:32]([CH3:33])[CH3:34].[OH2:29]>>[CH:2]([C:3](=[O:4])[c:5]1[c:6]([CH:14]([CH3:15])[CH3:16])[n:7][n:8]2[c:9]1[cH:10][cH:11][cH:12][cH:13]2)([CH3:17])[O:22][C:20]([CH3:19])=[O:21]. Starting materials: N#N (N2), C1(=CC=CC=C1)P(C1=CC=CC=C1)C1=CC=CC=C1 (triphenyl phosphine), [N-](S(=O)(=O)C(F)(F)F)S(=O)(=O)C(F)(F)F (trifluoromethanesulfonimide), C1(OCCO1)=O (ethylene carbonate). The solvent is CO (methanol). Conditions: temperature 60 celsius. The product is FC(S(=O)(=O)[N-]S(=O)(=O)C(F)(F)F)(F)F.OCC[P+](C1=CC=CC=C1)(C1=CC=CC=C1)C1=CC=CC=C1 (2-hydroxyethyl triphenyl phosphonium bis(trifluoromethyl sulfonyl) amide). Yield: 95.4%. As a reaction SMILES: N#N.[C:3]1([P:9]([C:16]2[CH:21]=[CH:20][CH:19]=[CH:18][CH:17]=2)[C:10]2[CH:15]=[CH:14][CH:13]=[CH:12][CH:11]=2)[CH:8]=[CH:7][CH:6]=[CH:5][CH:4]=1.[N-:22]([S:30]([C:33]([F:36])([F:35])[F:34])(=[O:32])=[O:31])[S:23]([C:26]([F:29])([F:28])[F:27])(=[O:25])=[O:24].C1(=O)O[CH2:40][CH2:39][O:38]1>CO>[F:36][C:33]([F:34])([F:35])[S:30]([N-:22][S:23]([C:26]([F:27])([F:28])[F:29])(=[O:24])=[O:25])(=[O:31])=[O:32].[OH:38][CH2:39][CH2:40][P+:9]([C:3]1[CH:4]=[CH:5][CH:6]=[CH:7][CH:8]=1)([C:10]1[CH:15]=[CH:14][CH:13]=[CH:12][CH:11]=1)[C:16]1[CH:17]=[CH:18][CH:19]=[CH:20][CH:21]=1 |f:5.6|. Procedure: In a reactor wherein air was replaced by N2, 300.0 g of (1.1 mol) triphenyl phosphine and 500 mL of methanol were added and heated to 60° C. 321.8 g (1.1 mol) of trifluoromethanesulfonimide was then added dropwise under strong stirring, and 176.0 g (2.0 mol) of ethylene carbonate was also added after a half hour of reaction. The reaction mixture was transferred to an autoclave, wherein air was removed prior to heating. After 4 hours of reaction at temperature of 160° C. and at pressure of from 1... The product is C(CCC)C(CO)(COC)CCCC (2,2-Di-n-butyl-3-methoxy-1-propanol). Procedure details: 2,2-Di-n-butyl-3-methoxy-1-propanol was prepared from 2,2-di-n-butyl-1,3-propandiol and methyl iodide through the same procedure as described above. Starting materials: C(CCC)C(CO)(CO)CCCC (2,2-di-n-butyl-1,3-propandiol), CI (methyl iodide). As a reaction SMILES: [CH2:1]([C:5]([CH2:10][CH2:11][CH2:12][CH3:13])([CH2:8][OH:9])[CH2:6][OH:7])[CH2:2][CH2:3][CH3:4].[CH3:14]I>>[CH2:1]([C:5]([CH2:10][CH2:11][CH2:12][CH3:13])([CH2:6][O:7][CH3:14])[CH2:8][OH:9])[CH2:2][CH2:3][CH3:4]. Reactants: ClC(C(=O)C1=CC=C2CN(C3=C(CN21)C=CC=C3)C(=O)C3=CC(=C(C=C3)C3=C(C=CC=C3)C)C)(Cl)Cl (2,2,2-Trichloro-1-{10-[(2,2′-dimethyl-1,1′-biphenyl-4-yl)carbonyl]-10,11-dihydro-5H-pyrrolo[2,1-c][1,4]benzodiazepin-3-yl}ethanone), ClC=1C=C(CCN)C=CC1 (3-chlorophenethylamine). Yields the product ClC=1C=C(C=CC1)CCNC(=O)C1=CC=C2CN(C3=C(CN21)C=CC=C3)C(=O)C3=CC(=C(C=C3)C3=C(C=CC=C3)C)C (N-[2-(3-CHLOROPHENYL)ETHYL]-10-[(2,2′-DIMETHYL-1,1′-BIPHENYL-4-YL)CARBONYL]-10,11-DIHYDRO-5H-PYRROLO[2,1-C][1,4]BENZODIAZEPINE-3-CARBOXAMIDE). As a reaction SMILES: ClC(Cl)(Cl)[C:3]([C:5]1[N:14]2[C:8]([CH2:9][N:10]([C:19]([C:21]3[CH:26]=[CH:25][C:24]([C:27]4[CH:32]=[CH:31][CH:30]=[CH:29][C:28]=4[CH3:33])=[C:23]([CH3:34])[CH:22]=3)=[O:20])[C:11]3[CH:18]=[CH:17][CH:16]=[CH:15][C:12]=3[CH2:13]2)=[CH:7][CH:6]=1)=[O:4].[Cl:37][C:38]1[CH:39]=[C:40]([CH:44]=[CH:45][CH:46]=1)[CH2:41][CH2:42][NH2:43]>>[Cl:37][C:38]1[CH:39]=[C:40]([CH2:41][CH2:42][NH:43][C:3]([C:5]2[N:14]3[C:8]([CH2:9][N:10]([C:19]([C:21]4[CH:26]=[CH:25][C:24]([C:27]5[CH:32]=[CH:31][CH:30]=[CH:29][C:28]=5[CH3:33])=[C:23]([CH3:34])[CH:22]=4)=[O:20])[C:11]4[CH:18]=[CH:17][CH:16]=[CH:15][C:12]=4[CH2:13]3)=[CH:7][CH:6]=2)=[O:4])[CH:44]=[CH:45][CH:46]=1. Reported procedure: The title compound was synthesized in the manner of Example 13 from 2,2,2-trichloro-1-{10-[(2,2′-dimethyl-1,1′-biphenyl-4-yl)carbonyl]-10,11-dihydro-5H-pyrrolo[2,1-c][1,4]benzodiazepin-3-yl}ethanone of Example 6 and 3-chlorophenethylamine, m.p. 174-176°C. MS [(+)ESI, m/z]: 574 [M+H]+ Anal. Calcd for C36H32CIN3O2: C, 75.31; H,5.62; N, 7.32. Found: C, 75.19; H, 5.55; N, 7.22. The reactants are FC1=CC=C(C=C1)C(O)C1=CN=CS1 ((4-Fluorophenyl)(thiazol-5-yl)methanol), Cl[Si](C)(C)C (chlorotrimethylsilane), FC1=CC=C(C=C1)C(O)C1=CN=CS1 ((4-fluorophenyl)(thiazol-5-yl)methanol), [I-].[Na+] (sodium iodide), C[Si](C)(C)I (trimethylsilyliodide), ( 41 ), [OH-].[Na+] (NaOH). Run in CCOC(=O)C (EtOAc), C(C)#N (acetonitrile), ClCCl (dichloromethane), C(C)#N (acetonitrile). Conditions: time 15 minute. Product: FC1=CC=C(CC2=CN=CS2)C=C1 (5-(4-Fluorobenzyl)thiazole). Isolated yield 68.0%. As a reaction SMILES: [F:1][C:2]1[CH:7]=[CH:6][C:5]([CH:8]([C:10]2[S:14][CH:13]=[N:12][CH:11]=2)O)=[CH:4][CH:3]=1.C[Si](I)(C)C.[I-].[Na+].Cl[Si](C)(C)C.[OH-].[Na+]>C(#N)C.ClCCl.CCOC(C)=O>[F:1][C:2]1[CH:7]=[CH:6][C:5]([CH2:8][C:10]2[S:14][CH:13]=[N:12][CH:11]=2)=[CH:4][CH:3]=1 |f:2.3,5.6|. Reported procedure: (4-Fluorophenyl)(thiazol-5-yl)methanol from step (i) was reduced with trimethylsilyliodide using a slight modification of published procedure (See reference: Tetrahedron 1995, 51 (41), 11043-11062.) A dry three-necked flask equipped with an addition funnel and a nitrogen inlet was charged with sodium iodide (6.78 g, 47.8 mmol) and acetonitrile (10 mL). Then, chlorotrimethylsilane (6.0 mL, 48 mmol) was added via syringe and the reaction mixture was allowed to stir at ambient temperature for about...